From a dataset of the Open Reaction Database (ORD), a public repository of structured organic reaction records. describe an organic reaction: reactants, conditions, products, and yield The reagents and catalysts are C1=CC=C(C=C1)P([C-]2C=CC=C2)C3=CC=CC=C3.C1=CC=C(C=C1)P([C-]2C=CC=C2)C3=CC=CC=C3.Cl[Pd]Cl.[Fe+2] ([1,1′-bis(diphenylphosphino)ferrocene]palladium(II) dichloride). The solvent is C(C)O (ethanol). As a reaction SMILES: Br[C:2]1[CH:14]=[C:13]([F:15])[C:12]([F:16])=[CH:11][C:3]=1[CH2:4][N:5]1[CH2:9][CH2:8][CH2:7][CH:6]1[CH3:10].C(=O)([O-])[O-].[K+].[K+].O.[NH2:24][C:25]1[N:34]=[C:33]([C:35]([N:37]2[CH2:45][C:44]3[C:39](=[CH:40][CH:41]=[CH:42][CH:43]=3)[CH2:38]2)=[O:36])[C:32]2[C:27](=[CH:28][CH:29]=[C:30](B3OC(C)(C)C(C)(C)O3)[CH:31]=2)[N:26]=1>C(O)C.C1C=CC(P(C2C=CC=CC=2)[C-]2C=CC=C2)=CC=1.C1C=CC(P(C2C=CC=CC=2)[C-]2C=CC=C2)=CC=1.Cl[Pd]Cl.[Fe+2]>[NH2:24][C:25]1[N:34]=[C:33]([C:35]([N:37]2[CH2:38][C:39]3[C:44](=[CH:43][CH:42]=[CH:41][CH:40]=3)[CH2:45]2)=[O:36])[C:32]2[C:27](=[CH:28][CH:29]=[C:30]([C:2]3[CH:14]=[C:13]([F:15])[C:12]([F:16])=[CH:11][C:3]=3[CH2:4][N:5]3[CH2:9][CH2:8][CH2:7][CH:6]3[CH3:10])[CH:31]=2)[N:26]=1 |f:1.2.3,7.8.9.10|. The product is NC1=NC2=CC=C(C=C2C(=N1)C(=O)N1CC2=CC=CC=C2C1)C1=C(C=C(C(=C1)F)F)CN1C(CCC1)C ({2-Amino-6-[4,5-difluoro-2-(2-methylpyrrolidin-1-ylmethyl)phenyl]quinazolin-4-yl}-(1,3-dihydroisoindol-2-yl)methanone). Procedure details: 136 mg of 1-(2-bromo-4,5-difluorobenzyl)-2-methylpyrrolidine, 100 mg of potassium carbonate, 7 μl of water and 17 mg of [1,1′-bis(diphenylphosphino)ferrocene]palladium(II) dichloride are added to a solution of 150 mg of [2-amino-6-(4,4,5,5-tetramethyl-1,3,2-dioxaborolan-2-yl)quinazolin-4-yl]-(1,3-dihydroisoindol-2-yl)methanone in 4 ml of ethanol under argon. The mixture is heated at 120° C. for 30 min; the hot mixture is filtered through kieselguhr, and the filtrate is evaporated and purified by... The reactants are BrC1=C(CN2C(CCC2)C)C=C(C(=C1)F)F (1-(2-bromo-4,5-difluorobenzyl)-2-methylpyrrolidine), C([O-])([O-])=O.[K+].[K+] (potassium carbonate), O (water), NC1=NC2=CC=C(C=C2C(=N1)C(=O)N1CC2=CC=CC=C2C1)B1OC(C(O1)(C)C)(C)C ([2-amino-6-(4,4,5,5-tetramethyl-1,3,2-dioxaborolan-2-yl)quinazolin-4-yl]-(1,3-dihydroisoindol-2-yl)methanone). Conditions: temperature 120 celsius. Starting materials: N1=C(C=CC=C1)N1CCNCC1 (1-(2-pyridyl)piperazine), ClCCC(COC1=CC(=C(C=C1)Cl)C)O (4-chloro-1-(4-chloro-3-methylphenoxy)-2-butanol), C([O-])([O-])=O.[Na+].[Na+] (sodium carbonate), [I-].[K+] (potassium iodide). The solvent is CC(C)O (2-propanol), C(CCC)O (1-butanol). The product is Cl.Cl.ClC1=C(C=C(OCC(CCN2CCN(CC2)C2=NC=CC=C2)O)C=C1)C (1-(4-Chloro-3-methylphenoxy)-4-[4-(2-pyridyl)-1-piperazinyl]-2-butanol dihydrochloride), Cl (hydrogen chloride). RXN SMILES: [N:1]1[CH:6]=[CH:5][CH:4]=[CH:3][C:2]=1[N:7]1[CH2:12][CH2:11][NH:10][CH2:9][CH2:8]1.[Cl:13][CH2:14][CH2:15][CH:16]([OH:27])[CH2:17][O:18][C:19]1[CH:24]=[CH:23][C:22]([Cl:25])=[C:21]([CH3:26])[CH:20]=1.C(=O)([O-])[O-].[Na+].[Na+].[I-].[K+]>CC(O)C.C(O)CCC>[ClH:13].[ClH:13].[Cl:25][C:22]1[CH:23]=[CH:24][C:19]([O:18][CH2:17][CH:16]([OH:27])[CH2:15][CH2:14][N:10]2[CH2:9][CH2:8][N:7]([C:2]3[CH:3]=[CH:4][CH:5]=[CH:6][N:1]=3)[CH2:12][CH2:11]2)=[CH:20][C:21]=1[CH3:26].[ClH:13] |f:2.3.4,5.6,9.10.11|. Reported procedure: This compound was prepared according to the procedure of Example 25. A mixture of 1.6 g (0.01 mole) of 1-(2-pyridyl)piperazine, 2.5 g (0.01 mole) of 4-chloro-1-(4-chloro-3-methylphenoxy)-2-butanol, 5.2 g (0.05 mole) of anhydrous sodium carbonate and 0.1 g of potassium iodide in a total volume of 200 ml of 1-butanol gave a golden oil as residue. The hydrochloride was formed in 2-propanol saturated with hydrogen chloride and the collected solid was recrystallized from methanol-water-ethyl ether to... Starting materials: CN(C)C=O, CC#N, NC(c1ccncc1)c1ccc(Cl)cc1, COc1cccc2c(Cl)cc(C)nc12. The product is COc1cccc2c(NC(c3ccncc3)c3ccc(Cl)cc3)cc(C)nc12. As a reaction SMILES: [CH3:30][N:31]([CH3:32])[CH:33]=[O:34].[CH3:35][C:36]#[N:37].[Cl:15][c:16]1[cH:17][cH:18][c:19]([CH:22]([c:23]2[cH:24][cH:25][n:26][cH:27][cH:28]2)[NH2:29])[cH:20][cH:21]1.[Cl:1][c:2]1[cH:3][c:4]([CH3:14])[n:5][c:6]2[c:7]([O:12][CH3:13])[cH:8][cH:9][cH:10][c:11]12>>[c:2]1([NH:29][CH:22]([c:19]2[cH:18][cH:17][c:16]([Cl:15])[cH:21][cH:20]2)[c:23]2[cH:24][cH:25][n:26][cH:27][cH:28]2)[cH:3][c:4]([CH3:14])[n:5][c:6]2[c:7]([O:12][CH3:13])[cH:8][cH:9][cH:10][c:11]12.